This data is from the Open Reaction Database (ORD), a public repository of structured organic reaction records. The task is: describe an organic reaction: reactants, conditions, products, and yield Reactants: BrC1=C(OC(C2=CC=CC=C12)=O)C(C)O[Si](C)(C)C(C)(C)C (4-bromo-3-(1-((tert-butyldimethylsilyl)oxy)ethyl)-1H-isochromen-1-one), BrC1=C(OC(C2=CC=CC=C12)=O)C(C)O[Si](C)(C)C(C)(C)C (4-bromo-3-(1-((tert-butyldimethylsilyl)oxy)ethyl)-1H-isochromen-1-one), C1(=CC=CC=C1)C (toluene), C(CCC)[Sn](C1=NC=CC=C1)(CCCC)CCCC (2-(tributylstannyl)pyridine). Conditions: time 2 hour. The product is [Si](C)(C)(C(C)(C)C)OC(C)C=1OC(C2=CC=CC=C2C1C1=NC=CC=C1)=O (3-(1-((tert-butyldimethylsilyl)oxy)ethyl)-4-(pyridin-2-yl)-1H-isochromen-1-one). As a reaction SMILES: Br[C:2]1[C:11]2[C:6](=[CH:7][CH:8]=[CH:9][CH:10]=2)[C:5](=[O:12])[O:4][C:3]=1[CH:13]([O:15][Si:16]([C:19]([CH3:22])([CH3:21])[CH3:20])([CH3:18])[CH3:17])[CH3:14].C1(C)C=CC=CC=1.C([Sn](CCCC)(CCCC)[C:35]1[CH:40]=[CH:39][CH:38]=[CH:37][N:36]=1)CCC>>[Si:16]([O:15][CH:13]([C:3]1[O:4][C:5](=[O:12])[C:6]2[C:11]([C:2]=1[C:35]1[CH:40]=[CH:39][CH:38]=[CH:37][N:36]=1)=[CH:10][CH:9]=[CH:8][CH:7]=2)[CH3:14])([C:19]([CH3:22])([CH3:21])[CH3:20])([CH3:18])[CH3:17]. Procedure: To a degassed solution of 4-bromo-3-(1-((tert-butyldimethylsilyl)oxy)ethyl)-1H-isochromen-1-one (intermediate A8, 2 g, 5.22 mmol) in toluene (30 ml) PdCl2(PPh3)2 (0.183 g, 0.261 mmol) was added followed by 2-(tributylstannyl)pyridine (4.55 ml, 10.44 mmol) and the resulting mixture was heated to reflux overnight. The mixture was allowed to cool to RT and then and filtered through a celite pad. The solvent was removed in vacuo, the crude was dissolved in AcOEt and an aqueous sat. sol of KF was add... Starting materials: IC1=C(OCC#N)C=C(C=C1)I ((2,5-diiodo-phenoxy)-acetonitrile), C(C)(C)(C)OC(N(C)C)N(C)C (tert-butoxybis(dimethylamino)methane), Cl.NC(=N)N (guanidine hydrochloride), O([Na])C (NaOCH3), CO (methanol), Cl.NC1=CC=CC=C1 (aniline hydrochloride). The solvent is O (water), C(C)O (ethanol), CCO (EtOH). Reaction conditions: temperature 100 celsius. The product is IC1=C(OC=2C(=NC(=NC2)N)N)C=C(C(=C1)OC)I (5-(2,5-diiodo-4-methoxy-phenoxy)-pyrimidine-2,4-diamine). As a reaction SMILES: [I:1][C:2]1[CH:11]=[CH:10][C:9]([I:12])=[CH:8][C:3]=1[O:4][CH2:5][C:6]#[N:7].C(O[CH:18]([N:22]([CH3:24])C)[N:19](C)C)(C)(C)C.Cl.NC1C=CC=CC=1.Cl.[NH2:34]C(N)=N.[O:38]([CH3:40])[Na].CO>C(O)C.O>[I:1][C:2]1[CH:11]=[C:10]([O:38][CH3:40])[C:9]([I:12])=[CH:8][C:3]=1[O:4][C:5]1[C:18]([NH2:19])=[N:22][C:24]([NH2:34])=[N:7][CH:6]=1 |f:2.3,4.5|. Procedure: A mixture of (2,5-diiodo-phenoxy)-acetonitrile (1.15 g, 2.99 mmol) and tert-butoxybis(dimethylamino)methane (Bredrick's reagent, 2.08 g, 11.95 mmol) was heated to 100° C. under nitrogen for 18 hours. The reaction mixture was cooled and concentrated under reduced pressure. To the residue was added aniline hydrochloride (1.162 g, 8.97 mmol) and EtOH (20 mL). The resulting mixture was heated to reflux for 20 hours under nitrogen atmosphere. The reaction mixture was cooled to room temperature and co...